describe an organic reaction: reactants, conditions, products, and yield From a dataset of the Open Reaction Database (ORD), a public repository of structured organic reaction records. The reactants are COC(=O)N1Cc2ccc(C(=O)O)n2Cc2ccccc21, OCCNCCO. The product is COC(=O)N1Cc2ccc(C(=O)N(CCO)CCO)n2Cc2ccccc21. Reaction SMILES: [CH3:1][O:2][C:3](=[O:4])[N:5]1[CH2:6][c:7]2[n:8]([c:16]([C:19](=[O:20])[OH:21])[cH:17][cH:18]2)[CH2:9][c:10]2[c:11]1[cH:12][cH:13][cH:14][cH:15]2.[OH:22][CH2:23][CH2:24][NH:25][CH2:26][CH2:27][OH:28]>>[CH3:1][O:2][C:3](=[O:4])[N:5]1[CH2:6][c:7]2[n:8]([c:16]([C:19](=[O:21])[N:25]([CH2:24][CH2:23][OH:22])[CH2:26][CH2:27][OH:28])[cH:17][cH:18]2)[CH2:9][c:10]2[c:11]1[cH:12][cH:13][cH:14][cH:15]2. Reactants: C1CCOC1, C[Si](C)(C)C[Mg+], CC(C)(C)[O-], [Cl-], [K+], O=C(c1ccc2nc(-c3ccc(C4OCCCO4)cc3F)sc2n1)C1CCOCC1. The product is C=C(c1ccc2nc(-c3ccc(C4OCCCO4)cc3F)sc2n1)C1CCOCC1. RXN SMILES: [CH2:44]1[O:45][CH2:46][CH2:47][CH2:48]1.[CH3:32][Si:33]([CH2:34][Mg+:35])([CH3:36])[CH3:37].[CH3:38][C:39]([CH3:40])([O-:41])[CH3:42].[Cl-:31].[K+:43].[O:1]1[CH:2]([c:7]2[cH:8][c:9]([F:30])[c:10](-[c:13]3[s:14][c:15]4[n:16][c:17]([C:22](=[O:23])[CH:24]5[CH2:25][CH2:26][O:27][CH2:28][CH2:29]5)[cH:18][cH:19][c:20]4[n:21]3)[cH:11][cH:12]2)[O:3][CH2:4][CH2:5][CH2:6]1>>[O:1]1[CH:2]([c:7]2[cH:8][c:9]([F:30])[c:10](-[c:13]3[s:14][c:15]4[n:16][c:17]([C:22]([CH:24]5[CH2:25][CH2:26][O:27][CH2:28][CH2:29]5)=[CH2:32])[cH:18][cH:19][c:20]4[n:21]3)[cH:11][cH:12]2)[O:3][CH2:4][CH2:5][CH2:6]1.